From a dataset of the Open Reaction Database (ORD), a public repository of structured organic reaction records. describe an organic reaction: reactants, conditions, products, and yield Reactants: 80, C(C=C)(=O)OCC1=CC=CC=C1 (benzyl acrylate), C(C=C)(=O)OCCO (HEA), C(C=C)(=O)OCC1=CC=CC=C1 (BzA), C(C=C)(=O)O (AA), C(C=C)(=O)O (acrylic acid), C(C=C)(=O)OCCO (2-hydroxyethyl acrylate), C(C=C)(=O)O (acrylic acid). Yields the product C(C=C)(=O)OCC1=CC=CC=C1 (benzyl acrylate), C(C=C)(=O)OCCCC (n-butyl acrylate). As a reaction SMILES: C(O)(=O)C=C.C(OCCO)(=O)C=C.[C:14]([O:18][CH2:19][C:20]1[CH:25]=[CH:24][CH:23]=[CH:22][CH:21]=1)(=[O:17])[CH:15]=[CH2:16]>>[C:14]([O:18][CH2:19][C:20]1[CH:25]=[CH:24][CH:23]=[CH:22][CH:21]=1)(=[O:17])[CH:15]=[CH2:16].[C:14]([O:18][CH2:19][CH2:20][CH2:21][CH3:22])(=[O:17])[CH:15]=[CH2:16]. Reported procedure: Macromonomers M21 to M24 were synthesized in the same manner as in the synthetic process of the macromonomer as described in EXAMPLE 2 except that acrylic acid (AA), 2-hydroxyethyl acrylate (HEA) and benzyl acrylate (BzA) were used in place of 80 parts of acrylic acid, and the mass ratio AA:HEA:BzA was controlled to 28:22:30 (EXAMPLE 17), 28:17:35 (EXAMPLE 18), 20:30:30 (EXAMPLE 19) and 20:20:40 (EXAMPLE 20). Graft Polymers G22 to G25 were then obtained in the same manner as in EXAMPLE 2 except ... Reactants: CCC1CN(Cc2ccccc2)CC(C)(CC)C1O, CO, [H][H], [OH-], [OH-], [Pd+2]. The product is CCC1CNCC(C)(CC)C1O. Reaction SMILES: [CH2:1]([c:2]1[cH:3][cH:4][cH:5][cH:6][cH:7]1)[N:8]1[CH2:9][C:10]([CH3:17])([CH2:18][CH3:19])[CH:11]([OH:16])[CH:12]([CH2:14][CH3:15])[CH2:13]1.[CH3:20][OH:21].[H:22][H:23].[OH-:24].[OH-:26].[Pd+2:25]>>[NH:8]1[CH2:9][C:10]([CH3:17])([CH2:18][CH3:19])[CH:11]([OH:16])[CH:12]([CH2:14][CH3:15])[CH2:13]1.